This data is from the Open Reaction Database (ORD), a public repository of structured organic reaction records. The task is: describe an organic reaction: reactants, conditions, products, and yield RXN SMILES: [CH2:33]([OH:34])[CH3:35].[Cl:1][c:2]1[n:3][cH:4][c:5]2[c:6]([n:20]1)[N:7]([CH:16]1[CH2:17][CH2:18][CH2:19]1)[CH2:8][C:9]([F:14])([F:15])[C:10](=[O:13])[N:11]2[CH3:12].[ClH:31].[NH2:21][c:22]1[cH:23][cH:24][c:25]([C:26](=[O:27])[OH:28])[cH:29][cH:30]1.[OH2:32]>>[c:2]1([NH:21][c:22]2[cH:23][cH:24][c:25]([C:26](=[O:27])[OH:28])[cH:29][cH:30]2)[n:3][cH:4][c:5]2[c:6]([n:20]1)[N:7]([CH:16]1[CH2:17][CH2:18][CH2:19]1)[CH2:8][C:9]([F:14])([F:15])[C:10](=[O:13])[N:11]2[CH3:12]. Starting materials: CCO, CN1C(=O)C(F)(F)CN(C2CCC2)c2nc(Cl)ncc21, Cl, Nc1ccc(C(=O)O)cc1, O. Yields the product CN1C(=O)C(F)(F)CN(C2CCC2)c2nc(Nc3ccc(C(=O)O)cc3)ncc21.